Dataset: the Open Reaction Database (ORD), a public repository of structured organic reaction records. Task: describe an organic reaction: reactants, conditions, products, and yield Reactants: ClCCl, O=C(Cl)C(=O)Cl, Cc1cc(C(=O)O)cc(Cl)n1. Yields the product COC(=O)c1cc(C)nc(Cl)c1. Reaction SMILES: [CH2:18]([Cl:19])[Cl:20].[Cl:1][C:2]([C:3]([Cl:4])=[O:5])=[O:6].[Cl:7][c:8]1[n:9][c:10]([CH3:17])[cH:11][c:12]([C:14](=[O:15])[OH:16])[cH:13]1>>[CH3:2][O:16][C:14]([c:12]1[cH:11][c:10]([CH3:17])[n:9][c:8]([Cl:7])[cH:13]1)=[O:15].